This data is from the Open Reaction Database (ORD), a public repository of structured organic reaction records. The task is: describe an organic reaction: reactants, conditions, products, and yield The reactants are C(C1=CC=CC=C1)N1C[C@H]([C@@H](C1)C1=NC=CC=C1)C(=O)OCC (1-Benzyl-trans-3-ethoxycarbonyl-4-(2-pyridyl)pyrrolidine), C(C)(=O)O (acetic acid). Reagents/catalysts: [Pd] (Pd on carbon). The solvent is C(C)O (ethanol). Run at time 18 hour. Yields the product C(C)OC(=O)[C@@H]1CNC[C@H]1C1=NC=CC=C1 (trans-3-Ethoxycarbonyl-4-(2-pyridyl)pyrrolidine). RXN SMILES: C([N:8]1[CH2:12][C@@H:11]([C:13]2[CH:18]=[CH:17][CH:16]=[CH:15][N:14]=2)[C@H:10]([C:19]([O:21][CH2:22][CH3:23])=[O:20])[CH2:9]1)C1C=CC=CC=1.C(O)(=O)C>C(O)C.[Pd]>[CH2:22]([O:21][C:19]([C@H:10]1[C@H:11]([C:13]2[CH:18]=[CH:17][CH:16]=[CH:15][N:14]=2)[CH2:12][NH:8][CH2:9]1)=[O:20])[CH3:23]. Procedure details: A solution of 1-benzyl-trans-3-ethoxycarbonyl-4-(2-pyridyl)pyrrolidine from step 2 above (5.0 g, 16 mmol) and 10% Pd on carbon (750 mg) in ethanol (30 mL) containing acetic acid (3 mL) was shaken under an atmosphere of hydrogen (40 psi) on a Parr apparatus at ambient temperature for 18 h. The catalyst was removed by filtration and the filtrate solvents were removed in vacuo. The residue was partitioned between CH2Cl2 and aqueous NaHCO3. The organic phase was separated, dried over MgSO4, filtered... Reactants: Cc1c(Br)c2c(c(C)c1NC(=O)CC(C)(C)C)C(c1ccc(C(C)C)cc1)CO2, CCOC(C)=O, [Na+], [Na+], O=C([O-])[O-], OB(O)c1ccccc1, [Pd], c1ccc(P(c2ccccc2)c2ccccc2)cc1, c1ccc(P(c2ccccc2)c2ccccc2)cc1, c1ccc(P(c2ccccc2)c2ccccc2)cc1, c1ccc(P(c2ccccc2)c2ccccc2)cc1. Yields the product Cc1c(NC(=O)CC(C)(C)C)c(C)c2c(c1-c1ccccc1)OCC2c1ccc(C(C)C)cc1. Reaction SMILES: [Br:1][c:2]1[c:3]([CH3:29])[c:4]([NH:21][C:22]([CH2:23][C:24]([CH3:25])([CH3:26])[CH3:27])=[O:28])[c:5]([CH3:20])[c:6]2[c:10]1[O:9][CH2:8][CH:7]2[c:11]1[cH:12][cH:13][c:14]([CH:17]([CH3:18])[CH3:19])[cH:15][cH:16]1.[CH3:45][CH2:46][O:47][C:48](=[O:49])[CH3:50].[Na+:39].[Na+:40].[O-:41][C:42](=[O:43])[O-:44].[OH:30][B:31]([OH:32])[c:33]1[cH:34][cH:35][cH:36][cH:37][cH:38]1.[Pd:127].[c:108]1([P:109]([c:110]2[cH:111][cH:112][cH:113][cH:114][cH:115]2)[c:116]2[cH:117][cH:118][cH:119][cH:120][cH:121]2)[cH:122][cH:123][cH:124][cH:125][cH:126]1.[c:51]1([P:52]([c:53]2[cH:54][cH:55][cH:56][cH:57][cH:58]2)[c:59]2[cH:60][cH:61][cH:62][cH:63][cH:64]2)[cH:65][cH:66][cH:67][cH:68][cH:69]1.[c:70]1([P:71]([c:72]2[cH:73][cH:74][cH:75][cH:76][cH:77]2)[c:78]2[cH:79][cH:80][cH:81][cH:82][cH:83]2)[cH:84][cH:85][cH:86][cH:87][cH:88]1.[c:89]1([P:90]([c:91]2[cH:92][cH:93][cH:94][cH:95][cH:96]2)[c:97]2[cH:98][cH:99][cH:100][cH:101][cH:102]2)[cH:103][cH:104][cH:105][cH:106][cH:107]1>>[c:2]1(-[c:33]2[cH:34][cH:35][cH:36][cH:37][cH:38]2)[c:3]([CH3:29])[c:4]([NH:21][C:22]([CH2:23][C:24]([CH3:25])([CH3:26])[CH3:27])=[O:28])[c:5]([CH3:20])[c:6]2[c:10]1[O:9][CH2:8][CH:7]2[c:11]1[cH:12][cH:13][c:14]([CH:17]([CH3:18])[CH3:19])[cH:15][cH:16]1. Reactants: C1(=CC=CC=C1)C.[H-].[Li+].COCCO[Al+]OCCOC.[H-] (bis(2-methoxyethoxy)aluminum lithium hydride toluene), C(C1=CC=CC=C1)SC(C(NS(=O)(=O)C)CSCC1=CC=CC=C1)CCC1=CC=CC=C1 (2-(benzylthio)-1-[(benzylthio)methyl]-N-mesyl-N-(phenethyl)ethylamine), [OH-].[Na+] (sodium hydroxide). Solvent: C1(=CC=CC=C1)C (toluene). Yields the product C(C1=CC=CC=C1)SC(C(N)CSCC1=CC=CC=C1)CCC1=CC=CC=C1 (2-(Benzylthio)-1-(benzylthiomethyl)-N-(phenethyl)ethylamine). Yield: 71.1%. Reaction SMILES: C1(C)C=CC=CC=1.[H-].[Li+].COCCO[Al+]OCCOC.[H-].[CH2:22]([S:29][CH:30]([CH2:46][CH2:47][C:48]1[CH:53]=[CH:52][CH:51]=[CH:50][CH:49]=1)[CH:31]([CH2:37][S:38][CH2:39][C:40]1[CH:45]=[CH:44][CH:43]=[CH:42][CH:41]=1)[NH:32]S(C)(=O)=O)[C:23]1[CH:28]=[CH:27][CH:26]=[CH:25][CH:24]=1.[OH-].[Na+]>C1(C)C=CC=CC=1>[CH2:22]([S:29][CH:30]([CH2:46][CH2:47][C:48]1[CH:49]=[CH:50][CH:51]=[CH:52][CH:53]=1)[CH:31]([CH2:37][S:38][CH2:39][C:40]1[CH:41]=[CH:42][CH:43]=[CH:44][CH:45]=1)[NH2:32])[C:23]1[CH:24]=[CH:25][CH:26]=[CH:27][CH:28]=1 |f:0.1.2.3.4,6.7|. Procedure details: A 65% bis(2-methoxyethoxy)aluminum lithium hydride toluene solution (3.3 ml) is added to a solution of 2-(benzylthio)-1-[(benzylthio)methyl]-N-mesyl-N-(phenethyl)ethylamine (1.34 g) obtained in 2) in anhydrous toluene (5 ml) under a nitrogen atmosphere, and the mixture is refluxed overnight. A 2 N aqueous sodium hydroxide solution is added to the reaction mixture under ice cooling, and the whole is extracted with ether. The organic layer is washed with a 2 N aqueous sodium hydroxide solution, wa... Starting materials: ClC1=C(C(=CC=C1)F)C=1NC(N(N1)C1=CC=C(C=C1)C#C)=O (5-(2-chloro-6-fluorophenyl)-2-(4-ethynylphenyl)-2,4-dihydro-3H-1,2,4-triazol-3-one), BrC1=NC=C(C=C1)C(F)(F)F (2-bromo-5-(trifluoromethyl)pyridine), CCCC[N+](CCCC)(CCCC)CCCC.[F-] (TBAF). Reagents/catalysts: Cl[Pd]([P](C1=CC=CC=C1)(C2=CC=CC=C2)C3=CC=CC=C3)([P](C4=CC=CC=C4)(C5=CC=CC=C5)C6=CC=CC=C6)Cl (bis(triphenylphosphine)palladium(II) chloride). The solvent is CS(=O)C (DMSO). The product is ClC1=C(C(=CC=C1)F)C=1NC(N(N1)C1=CC=C(C=C1)C#CC1=NC=C(C=C1)C(F)(F)F)=O (5-(2-Chloro-6-fluorophenyl)-2-(4-{[5-(trifluoromethyl)pyridin-2-yl]ethynyl}phenyl)-2,4-dihydro-3H-1,2,4-triazol-3-one). Isolated yield 20.5%. As a reaction SMILES: [Cl:1][C:2]1[CH:7]=[CH:6][CH:5]=[C:4]([F:8])[C:3]=1[C:9]1[NH:10][C:11](=[O:22])[N:12]([C:14]2[CH:19]=[CH:18][C:17]([C:20]#[CH:21])=[CH:16][CH:15]=2)[N:13]=1.Br[C:24]1[CH:29]=[CH:28][C:27]([C:30]([F:33])([F:32])[F:31])=[CH:26][N:25]=1.CCCC[N+](CCCC)(CCCC)CCCC.[F-]>Cl[Pd](Cl)([P](C1C=CC=CC=1)(C1C=CC=CC=1)C1C=CC=CC=1)[P](C1C=CC=CC=1)(C1C=CC=CC=1)C1C=CC=CC=1.CS(C)=O>[Cl:1][C:2]1[CH:7]=[CH:6][CH:5]=[C:4]([F:8])[C:3]=1[C:9]1[NH:10][C:11](=[O:22])[N:12]([C:14]2[CH:19]=[CH:18][C:17]([C:20]#[C:21][C:24]3[CH:29]=[CH:28][C:27]([C:30]([F:33])([F:32])[F:31])=[CH:26][N:25]=3)=[CH:16][CH:15]=2)[N:13]=1 |f:2.3,^1:54,73|. Reported procedure: The title compound was prepared according to the procedure described in Example-3 using 5-(2-chloro-6-fluorophenyl)-2-(4-ethynylphenyl)-2,4-dihydro-3H-1,2,4-triazol-3-one (Intermediate-2, 0.100 g, 0.319 mmol), 2-bromo-5-(trifluoromethyl)pyridine (0.108 g, 0.479 mmol), TBAF (0.201 g, 0.638 mmol), bis(triphenylphosphine)palladium(II) chloride (0.020 g, 0.028 mmol) and DMSO (3.0 mL). The obtained product was purified with column chromatography on silica gel eluting with 1.0% MeOH:DCM to afford 0.03... Starting materials: C(C1=CC=CC=C1)OC=1C=C(C=NC1)B(O)O ([5-(benzyloxy)pyridin-3-yl]boronic acid), C([O-])([O-])=O.[Cs+].[Cs+] (caesium carbonate), ClCCl (dichloromethane), FC(S(=O)(=O)OC1=CC=CC=2NC3=CC=CC=C3C12)(F)F (4-trifluoromethanesulphonyloxycarbazole). The reagents and catalysts are C1=CC=C(C=C1)P([C-]2C=CC=C2)C3=CC=CC=C3.C1=CC=C(C=C1)P([C-]2C=CC=C2)C3=CC=CC=C3.Cl[Pd]Cl.[Fe+2] (1,1′-bis(diphenylphosphino)ferrocenepalladium(II) dichloride). Run in O1CCOCC1 (dioxane), O (water). Product: C(C1=CC=CC=C1)OC=1C=C(C=NC1)C1=CC=CC=2NC3=CC=CC=C3C12 (4-[5-(benzyloxy)pyridin-3-yl]-9H-carbazole). Isolated yield 80.2%. Reaction SMILES: [CH2:1]([O:8][C:9]1[CH:10]=[C:11](B(O)O)[CH:12]=[N:13][CH:14]=1)[C:2]1[CH:7]=[CH:6][CH:5]=[CH:4][CH:3]=1.C(=O)([O-])[O-].[Cs+].[Cs+].ClCCl.FC(F)(F)S(O[C:33]1[C:45]2[C:44]3[C:39](=[CH:40][CH:41]=[CH:42][CH:43]=3)[NH:38][C:37]=2[CH:36]=[CH:35][CH:34]=1)(=O)=O>O1CCOCC1.O.C1C=CC(P(C2C=CC=CC=2)[C-]2C=CC=C2)=CC=1.C1C=CC(P(C2C=CC=CC=2)[C-]2C=CC=C2)=CC=1.Cl[Pd]Cl.[Fe+2]>[CH2:1]([O:8][C:9]1[CH:10]=[C:11]([C:33]2[C:45]3[C:44]4[C:39](=[CH:40][CH:41]=[CH:42][CH:43]=4)[NH:38][C:37]=3[CH:36]=[CH:35][CH:34]=2)[CH:12]=[N:13][CH:14]=1)[C:2]1[CH:7]=[CH:6][CH:5]=[CH:4][CH:3]=1 |f:1.2.3,8.9.10.11|. Procedure details: 1.63 g of [5-(benzyloxy)pyridin-3-yl]boronic acid, 6.4 g of caesium carbonate and 0.182 g of 1,1′-bis(diphenylphosphino)ferrocenepalladium(II) dichloride as a complex with dichloromethane (1/1) [PdCl2(dppf).CH2Cl2] are successively added, under argon, to a solution of 1.57 g of 4-trifluoromethanesulphonyloxycarbazole, obtained in stage 1 of Example 1, in a mixture of 71 ml of dioxane and 24 ml of water. The reaction mixture is refluxed for 5 hours, filtered through celite and concentrated under ... The reactants are Cc1ccc(-c2c(CN)c(CC(C)C)nc3ccc(OCCOCC(=O)OC(C)(C)C)cc23)cc1, O=C(O)C(F)(F)F, Cc1ccc(S(=O)(=O)O)cc1. The product is Cc1ccc(-c2c(CN)c(CC(C)C)nc3ccc(OCCOCC(=O)O)cc23)cc1, Cc1ccc(S(=O)(=O)O)cc1. Reaction SMILES: [NH2:12][CH2:13][c:14]1[c:15]([CH2:43][CH:44]([CH3:45])[CH3:46])[n:16][c:17]2[cH:18][cH:19][c:20]([O:31][CH2:32][CH2:33][O:34][CH2:35][C:36](=[O:37])[O:38][C:39]([CH3:40])([CH3:41])[CH3:42])[cH:21][c:22]2[c:23]1-[c:24]1[cH:25][cH:26][c:27]([CH3:30])[cH:28][cH:29]1.[OH:47][C:48]([C:49]([F:50])([F:51])[F:52])=[O:53].[c:1]1([CH3:11])[cH:2][cH:3][c:4]([S:7](=[O:8])(=[O:9])[OH:10])[cH:5][cH:6]1>>[NH2:12][CH2:13][c:14]1[c:15]([CH2:43][CH:44]([CH3:45])[CH3:46])[n:16][c:17]2[cH:18][cH:19][c:20]([O:31][CH2:32][CH2:33][O:34][CH2:35][C:36](=[O:37])[OH:38])[cH:21][c:22]2[c:23]1-[c:24]1[cH:25][cH:26][c:27]([CH3:30])[cH:28][cH:29]1.[c:1]1([CH3:11])[cH:2][cH:3][c:4]([S:7](=[O:8])(=[O:9])[OH:10])[cH:5][cH:6]1.